Dataset: the Open Reaction Database (ORD), a public repository of structured organic reaction records. Task: describe an organic reaction: reactants, conditions, products, and yield The reactants are CCOC(C)=O, CCCCCC, Cc1c(NC(=O)CC(C)(C)C)cc2c(c1C)OC(C)(C)C2(O)c1ccccc1. The product is Cc1c(NC(=O)CC(C)(C)C)cc2c(c1C)OC(C)(C)C2c1ccccc1. As a reaction SMILES: [C:35]([O:36][CH2:37][CH3:38])(=[O:39])[CH3:40].[CH3:29][CH2:30][CH2:31][CH2:32][CH2:33][CH3:34].[OH:1][C:2]1([c:23]2[cH:24][cH:25][cH:26][cH:27][cH:28]2)[C:3]([CH3:21])([CH3:22])[O:4][c:5]2[c:6]1[cH:7][c:8]([NH:13][C:14]([CH2:15][C:16]([CH3:17])([CH3:18])[CH3:19])=[O:20])[c:9]([CH3:12])[c:10]2[CH3:11]>>[CH:2]1([c:23]2[cH:24][cH:25][cH:26][cH:27][cH:28]2)[C:3]([CH3:21])([CH3:22])[O:4][c:5]2[c:6]1[cH:7][c:8]([NH:13][C:14]([CH2:15][C:16]([CH3:17])([CH3:18])[CH3:19])=[O:20])[c:9]([CH3:12])[c:10]2[CH3:11]. Starting materials: CCN(C(C)C)C(C)C, ClCCl, COCC(C)(CNCCCN(C)CCC1(O)CCc2cc(F)ccc2C1C(C)C)COC, O=C(Cl)CF. The product is COCC(C)(COC)CN(CCCN(C)CCC1(O)CCc2cc(F)ccc2C1C(C)C)C(=O)CF. As a reaction SMILES: [CH:33]([N:34]([CH2:35][CH3:36])[CH:37]([CH3:38])[CH3:39])([CH3:40])[CH3:41].[Cl:47][CH2:48][Cl:49].[F:1][c:2]1[cH:3][c:4]2[c:9]([cH:10][cH:11]1)[CH:8]([CH:12]([CH3:13])[CH3:14])[C:7]([OH:15])([CH2:16][CH2:17][N:18]([CH3:19])[CH2:20][CH2:21][CH2:22][NH:23][CH2:24][C:25]([CH2:26][O:27][CH3:28])([CH3:29])[CH2:30][O:31][CH3:32])[CH2:6][CH2:5]2.[F:42][CH2:43][C:44](=[O:45])[Cl:46]>>[F:1][c:2]1[cH:3][c:4]2[c:9]([cH:10][cH:11]1)[CH:8]([CH:12]([CH3:13])[CH3:14])[C:7]([OH:15])([CH2:16][CH2:17][N:18]([CH3:19])[CH2:20][CH2:21][CH2:22][N:23]([CH2:24][C:25]([CH2:26][O:27][CH3:28])([CH3:29])[CH2:30][O:31][CH3:32])[C:44]([CH2:43][F:42])=[O:45])[CH2:6][CH2:5]2. Starting materials: C(C)(C)(C)OC(=O)N1[C@@H](C[C@](C1)(COS(=O)(=O)C)O)C(NCC1=C(C(=CC=C1)Cl)F)=O ((2S,4S)-2-(3-chloro-2-fluoro-benzylcarbamoyl)-4-hydroxy-4-methanesulfonyloxy methyl-pyrrolidine-1-carboxylic acid tert-butyl ester), [N-]=[N+]=[N-].[Na+] (sodium azide). The solvent is CCOC(=O)C (EtOAc), CN(C)C=O (DMF). Reaction conditions: temperature 80 celsius, time 16 hour. Product: C(C)(C)(C)OC(=O)N1[C@@H](C[C@@](C1)(O)CN=[N+]=[N-])C(NCC1=C(C(=CC=C1)Cl)F)=O ((2S,4S)-4-azidomethyl-2-(3-chloro-2-fluoro-benzylcarbamoyl)-4-hydroxy-pyrrolidine-1-carboxylic acid tert-butyl ester). Reaction SMILES: [C:1]([O:5][C:6]([N:8]1[CH2:12][C@:11]([OH:19])([CH2:13]OS(C)(=O)=O)[CH2:10][C@H:9]1[C:20](=[O:31])[NH:21][CH2:22][C:23]1[CH:28]=[CH:27][CH:26]=[C:25]([Cl:29])[C:24]=1[F:30])=[O:7])([CH3:4])([CH3:3])[CH3:2].[N-:32]=[N+:33]=[N-:34].[Na+]>CN(C=O)C.CCOC(C)=O>[C:1]([O:5][C:6]([N:8]1[CH2:12][C@@:11]([CH2:13][N:32]=[N+:33]=[N-:34])([OH:19])[CH2:10][C@H:9]1[C:20](=[O:31])[NH:21][CH2:22][C:23]1[CH:28]=[CH:27][CH:26]=[C:25]([Cl:29])[C:24]=1[F:30])=[O:7])([CH3:4])([CH3:3])[CH3:2] |f:1.2|. Procedure details: To a solution of (2S,4S)-2-(3-chloro-2-fluoro-benzylcarbamoyl)-4-hydroxy-4-methanesulfonyloxy methyl-pyrrolidine-1-carboxylic acid tert-butyl ester (580 mg, 1.21 mmol) (prepared as described Scheme B13) in DMF (20 mL) was added sodium azide (392 mL, 6.03 mmol) and the solution was stirred for 16 h at 80° C. The reaction mixture was diluted with EtOAc, washed with a saturated aqueous solution of NaHCO3 (3 times). The organic layers were dried (Na2SO4), filtered and concentrated. The crude materia... Starting materials: O1CO1 (epoxycarbinol), (carbalkoxymethylene)triphenylphosphorane, CO (carbinol), trans-propenoate, aldehyde, C(C1=CC=CC=C1)(=O)N=C=O (benzoylisocyanate). Yields the product NC(CO)CO (2-aminopropane-1,3-diol), C(C1=CC=CC=C1)(=O)NC([O-])=O (benzoylcarbamate). Reaction SMILES: [O:1]1[O:3][CH2:2]1.[C:4]([N:12]=[C:13]=[O:14])(=[O:11])[C:5]1[CH:10]=[CH:9][CH:8]=[CH:7][CH:6]=1.C[OH:16]>>[NH2:12][CH:4]([CH2:2][OH:3])[CH2:5][OH:16].[C:4]([NH:12][C:13](=[O:1])[O-:14])(=[O:11])[C:5]1[CH:10]=[CH:9][CH:8]=[CH:7][CH:6]=1. Procedure details: Alternatively, an enantiomeric 2-aminopropane-1,3-diol of the present invention is prepared by reducing a trans-propenoate 83, prepared from an appropriate aldehyde and a (carbalkoxymethylene)triphenylphosphorane in a conventional Wittig reaction, is reduced to a carbinol 84 and epoxidized under asymmetric conditions to an epoxycarbinol 85, which in turn, is condensed with a benzoylisocyanate to provide a benzoylcarbamate, 86 cyclized to an oxazolidinone 87, and cleaved to an aminopropanediol 88... The reactants are N1=CC=C(C=C1)NC(OC1=CC=CC=C1)=O (O-phenyl N-(4-pyridyl)carbamate), C(C)(=O)N1CCNCC1 (1-acetylpiperazine). The solvent is ClCCl (dichloromethane), O (water), ClCCCl (1,2-dichloroethane), ClCCCl (1,2-dichloroethane). Conditions: temperature 60 celsius, time 9 hour. Yields the product C(C)(=O)N1CCN(CC1)C(=O)NC1=CC=NC=C1 (1-acetyl-4-(4-pyridylaminocarbonyl)piperazine). Isolated yield 77.0%. Reaction SMILES: [N:1]1[CH:6]=[CH:5][C:4]([NH:7][C:8](=[O:16])OC2C=CC=CC=2)=[CH:3][CH:2]=1.[C:17]([N:20]1[CH2:25][CH2:24][NH:23][CH2:22][CH2:21]1)(=[O:19])[CH3:18]>ClCCCl.ClCCl.O>[C:17]([N:20]1[CH2:25][CH2:24][N:23]([C:8]([NH:7][C:4]2[CH:3]=[CH:2][N:1]=[CH:6][CH:5]=2)=[O:16])[CH2:22][CH2:21]1)(=[O:19])[CH3:18]. Procedure details: To a solution of O-phenyl N-(4-pyridyl)carbamate (446 mg) in 1,2-dichloroethane (5 ml) was added a suspension of 1-acetylpiperazine (1.12 g) in 1,2-dichloroethane (20 ml) at ambient temperature. The mixture was heated at 60° C. with stirring for 9 hours. The mixture was cooled to ambient temperature, and diluted with dichloromethane and water. The aqueous phase was separated and adjusted to pH 11.5 with sodium hydroxide solution. Excess sodium chloride was added to the aqueous solution. The mixt... Starting materials: [OH-].[K+] (KOH), OCCC(CCCC(C)(C)OO)C (7-hydroxy-1,1,5-trimethylheptyl hydroperoxide), C(C(C)(C)C)(=O)Cl (pivaloyl chloride). Run in O (water), CCCCC (pentane), O (water). Run at temperature 30 celsius, time 1 hour. Yields the product C(C(C)(C)C)(=O)OOC(CCCC(CCO)C)(C)C (7-Hydroxy-1,1,5-trimethylheptyl Peroxypivalate). Yield: 59.8%. Reaction SMILES: [OH-].[K+].[OH:3][CH2:4][CH2:5][CH:6]([CH3:15])[CH2:7][CH2:8][CH2:9][C:10]([O:13][OH:14])([CH3:12])[CH3:11].[C:16](Cl)(=[O:21])[C:17]([CH3:20])([CH3:19])[CH3:18]>O.CCCCC>[C:16]([O:14][O:13][C:10]([CH3:12])([CH3:11])[CH2:9][CH2:8][CH2:7][CH:6]([CH3:15])[CH2:5][CH2:4][OH:3])(=[O:21])[C:17]([CH3:20])([CH3:19])[CH3:18] |f:0.1|. Procedure: A jacketed reactor equipped with a mechanical stirrer, a thermometer and a dropping funnel was charged with 9.3 g (0.075 mole) of 45% KOH, 4.7 g of water and 11.3 g (0.058 mole) of 97.3% 7-hydroxy-1,1,5-trimethylheptyl hydroperoxide. To this vigorously stirred solution at 30° C. was slowly added 6.4 g (0.050 mole) of 94.3% pivaloyl chloride over a period of 20 minutes. The resulting mixture was then vigorously stirred for one hour at 30° C. after which it was cooled to 15° C. and 100 ml of penta... Solvent: C(C)O (ethanol). Run at time 20 minute. Reported procedure: Methylamine in ethanol (33%, 20 cc) was added to 1-methylthio-1-[2-(4-methoxy-2-pyridylmethylthio)ethylamino]2-nitroethylene monohydrate (2.01 g) and the mixture was stirred at 18° for 20 minutes and evaporated to an oil which was crystallised from propan-2-ol to give the title product (1.1 g) m.p. 107°-108.5°. RXN SMILES: [CH3:1][NH2:2].O.CS[C:6]([NH:11][CH2:12][CH2:13][S:14][CH2:15][C:16]1[CH:21]=[C:20]([O:22][CH3:23])[CH:19]=[CH:18][N:17]=1)=[CH:7][N+:8]([O-:10])=[O:9]>C(O)C>[CH3:1][NH:2][C:6]([NH:11][CH2:12][CH2:13][S:14][CH2:15][C:16]1[CH:21]=[C:20]([O:22][CH3:23])[CH:19]=[CH:18][N:17]=1)=[CH:7][N+:8]([O-:10])=[O:9] |f:1.2|. Starting materials: CN (Methylamine), O.CSC(=C[N+](=O)[O-])NCCSCC1=NC=CC(=C1)OC (1-methylthio-1-[2-(4-methoxy-2-pyridylmethylthio)ethylamino]2-nitroethylene monohydrate). Yields the product CNC(=C[N+](=O)[O-])NCCSCC1=NC=CC(=C1)OC (1-Methylamino-1-[2-(4-methoxy-2-pyridylmethylthio)ethylamino]-2-nitroethylene). Starting materials: C(C)(C)(C)OC(NC1=C(C=C(C(=C1)C)C(F)(F)F)NC(CC(=O)C1=CC(=CC=C1)C1=CC(=NC=C1)N1CCOCC1)=O)=O ((5-methyl-2-{3-[3-(2-morpholin-4-yl-pyridin-4-yl)-phenyl]-3-oxo-propionylamino}-4-trifluoromethyl-phenyl)-carbamic acid tert-butyl ester), C(=O)(C(F)(F)F)O (TFA). Solvent: C(Cl)Cl (CH2Cl2). The product is CC1=CC2=C(NC(CC(=N2)C2=CC(=CC=C2)C2=CC(=NC=C2)N2CCOCC2)=O)C=C1C(F)(F)F (7-Methyl-4-[3-(2-morpholin-4-yl-pyridin-4-yl)-phenyl]-8-trifluoromethyl-1,3-dihydro-benzo[b][1,4]diazepin-2-one), solid. The yield is 75.0%. Reaction SMILES: C(OC(=O)[NH:7][C:8]1[CH:13]=[C:12]([CH3:14])[C:11]([C:15]([F:18])([F:17])[F:16])=[CH:10][C:9]=1[NH:19][C:20](=[O:42])[CH2:21][C:22]([C:24]1[CH:29]=[CH:28][CH:27]=[C:26]([C:30]2[CH:35]=[CH:34][N:33]=[C:32]([N:36]3[CH2:41][CH2:40][O:39][CH2:38][CH2:37]3)[CH:31]=2)[CH:25]=1)=O)(C)(C)C.C(O)(C(F)(F)F)=O>C(Cl)Cl>[CH3:14][C:12]1[C:11]([C:15]([F:16])([F:17])[F:18])=[CH:10][C:9]2[NH:19][C:20](=[O:42])[CH2:21][C:22]([C:24]3[CH:29]=[CH:28][CH:27]=[C:26]([C:30]4[CH:35]=[CH:34][N:33]=[C:32]([N:36]5[CH2:37][CH2:38][O:39][CH2:40][CH2:41]5)[CH:31]=4)[CH:25]=3)=[N:7][C:8]=2[CH:13]=1. Procedure: The title compound was prepared from (5-methyl-2-{3-[3-(2-morpholin-4-yl-pyridin-4-yl)-phenyl]-3-oxo-propionylamino}-4-trifluoromethyl-phenyl)-carbamic acid tert-butyl ester (Example M289) (383 mg, 0.64 mmol) by treatment with TFA in CH2Cl2 according to the general procedure N. Obtained as a light yellow solid (230 mg, 75%). Starting materials: O=C(CCl)NCc1cccc2c3c([nH]c12)CCC3, [H-], [Na+], CN(C)C=O, O. The product is O=C1Cn2c3c(c4cccc(c42)CN1)CCC3. Reaction SMILES: [Cl:3][CH2:4][C:5](=[O:6])[NH:7][CH2:8][c:9]1[cH:10][cH:11][cH:12][c:13]2[c:14]3[c:15]([nH:16][c:17]12)[CH2:18][CH2:19][CH2:20]3.[H-:2].[Na+:1].[O:22]=[CH:23][N:24]([CH3:25])[CH3:26].[OH2:21]>>[CH2:4]1[C:5](=[O:6])[NH:7][CH2:8][c:9]2[cH:10][cH:11][cH:12][c:13]3[c:14]4[c:15]([n:16]1[c:17]23)[CH2:18][CH2:19][CH2:20]4.